This data is from the Open Reaction Database (ORD), a public repository of structured organic reaction records. The task is: describe an organic reaction: reactants, conditions, products, and yield Reactants: [Cl-].ClC1=C(C=CC2=CC=CC=C12)NCC[NH3+] (2-[(1-chloronaphthalen-2-yl)amino]ethanaminium chloride), ClC1=CC=C(O1)C=O (5-chlorofuran-2-carbaldehyde). Product: ClC1=CC=C(O1)CNCCNC1=C(C2=CC=CC=C2C=C1)Cl (N-[(5-chlorofuran-2-yl)methyl]-N′-(1-chloronaphthalen-2-yl)ethane-1,2-diamine). Yield: 67.0%. As a reaction SMILES: [Cl-].[Cl:2][C:3]1[C:12]2[C:7](=[CH:8][CH:9]=[CH:10][CH:11]=2)[CH:6]=[CH:5][C:4]=1[NH:13][CH2:14][CH2:15][NH3+:16].[Cl:17][C:18]1[O:22][C:21]([CH:23]=O)=[CH:20][CH:19]=1>>[Cl:17][C:18]1[O:22][C:21]([CH2:23][NH:16][CH2:15][CH2:14][NH:13][C:4]2[CH:5]=[CH:6][C:7]3[C:12](=[CH:11][CH:10]=[CH:9][CH:8]=3)[C:3]=2[Cl:2])=[CH:20][CH:19]=1 |f:0.1|. Reported procedure: Prepared from 2-[(1-chloronaphthalen-2-yl)amino]ethanaminium chloride and 5-chlorofuran-2-carbaldehyde in 67% yield as a yellow oil. Reaction SMILES: [F:1][C:2]1[CH:7]=[CH:6][CH:5]=[CH:4][C:3]=1[CH2:8][N:9]1[C:21]2[CH:20]=[CH:19][CH:18]=[C:17]([OH:22])[C:16]=2[C:15]2[C:10]1=[CH:11][CH:12]=[CH:13][C:14]=2[C:23](=[O:25])[NH2:24].Br[CH2:27][C:28]([O:30][CH3:31])=[O:29]>CN(C=O)C.C(OCC)(=O)C>[F:1][C:2]1[CH:7]=[CH:6][CH:5]=[CH:4][C:3]=1[CH2:8][N:9]1[C:21]2[CH:20]=[CH:19][CH:18]=[C:17]([O:22][CH2:27][C:28]([O:30][CH3:31])=[O:29])[C:16]=2[C:15]2[C:10]1=[CH:11][CH:12]=[CH:13][C:14]=2[C:23](=[O:25])[NH2:24]. Solvent: C(C)(=O)OCC (ethyl acetate), CN(C)C=O (DMF). Starting materials: BrCC(=O)OC (methyl bromoacetate), FC1=C(C=CC=C1)CN1C2=CC=CC(=C2C=2C(=CC=CC12)O)C(N)=O (9-[(2-fluorophenyl)methyl]-4-hydroxy-5-carbamoyl carbazole), resultant mixture. Conditions: time 3 minute. Yield: 115.4%. Procedure details: 40% Methanolic Triton B (0.14 mL, 0.31 mM) was added to a solution of the 9-[(2-fluorophenyl)methyl]-4-hydroxy-5-carbamoyl carbazole (51.9 mg, 0.155 mM) in 5 mL DMF at room temperature. After 3 minutes, methyl bromoacetate (110.5 mg, 0.72 mM) was added and the resultant mixture stirred at room temperature for 20 hours. The mixture was diluted with ethyl acetate, washed four times with H2O, once with saturated brine, dried over magnesium sulfate, filtered, and concentrated. The residue was purifi... Product: FC1=C(C=CC=C1)CN1C2=CC=CC(=C2C=2C(=CC=CC12)OCC(=O)OC)C(N)=O ({9-[(2-fluorophenyl)methyl]-5-carbamoylcarbazol-4-yl}oxyacetic acid, methyl ester). The reactants are C(=O)(O)C1=CC=C(C=O)C=C1 (4-carboxybenzaldehyde), S(=O)(Cl)Cl (thionyl chloride), CN(C)C=O (DMF). Solvent: C1(=CC=CC=C1)C (toluene), C1(=CC=CC=C1)C (toluene). Conditions: temperature 100 celsius. The product is C(=O)C1=CC=C(C(=O)Cl)C=C1 (4-Formyl-benzoyl chloride). RXN SMILES: [C:1]([C:4]1[CH:11]=[CH:10][C:7]([CH:8]=[O:9])=[CH:6][CH:5]=1)(O)=[O:2].S(Cl)([Cl:14])=O.CN(C=O)C>C1(C)C=CC=CC=1>[CH:8]([C:7]1[CH:10]=[CH:11][C:4]([C:1]([Cl:14])=[O:2])=[CH:5][CH:6]=1)=[O:9]. Procedure: A solution of 4-carboxybenzaldehyde (30.0 g, 0.200 mol) in toluene (300 mL) was treated with thionyl chloride (28.6 g, 0.240 mol) and DMF (1.0 mL). The reaction mixture was heated at 100° C. for 2 h, during which time the solids dissolved to yield a pale yellow colored solution. The reaction mixture was cooled to 0° C. to yield a solution of the title compound in toluene, which was used without further manipulation.